From a dataset of the Open Reaction Database (ORD), a public repository of structured organic reaction records. describe an organic reaction: reactants, conditions, products, and yield The reactants are NC=1SC=CC1C#N (2-amino-thiophene-3-carbonitrile), C(=O)(C(F)(F)F)O (TFA), C(C)N(C1=CC=C(S1)C=O)CC (5-diethylamino-thiophene-2-carbaldehyde). Run in C(C)(C)O (isopropanol). Product: C(C)N(C1=CC=C(S1)C=NC=1SC=CC1C#N)CC (2-[(5-diethylamino-thiophen-2-ylmethylene)-amino]-thiophene-3-carbonitrile), solid. The yield is 63.0%. RXN SMILES: [NH2:1][C:2]1[S:3][CH:4]=[CH:5][C:6]=1[C:7]#[N:8].[CH2:9]([N:11]([CH2:19][CH3:20])[C:12]1[S:16][C:15]([CH:17]=O)=[CH:14][CH:13]=1)[CH3:10].C(O)(C(F)(F)F)=O>C(O)(C)C>[CH2:19]([N:11]([CH2:9][CH3:10])[C:12]1[S:16][C:15]([CH:17]=[N:1][C:2]2[S:3][CH:4]=[CH:5][C:6]=2[C:7]#[N:8])=[CH:14][CH:13]=1)[CH3:20]. Procedure: In a round bottom flask (50 mL), 30 mg of 2-amino-thiophene-3-carbonitrile was added to 20 mL isopropanol to which was further added 5-diethylamino-thiophene-2-carbaldehyde (48 mg) and a catalytic amount of TFA. The mixture was refluxed for 3 hours. Complete removal of the solvent leads to an orange oil which was purified by flash chromatography (SiO2). The title compound was isolated as an orange solid (63%). 1H-NMR (300 MHz, [D] acetone): δ=8.44 (s, 1H), 7.54 (d, 1H, 3J=4.5 Hz), 7.09 (s, 2H), ...